From a dataset of the Open Reaction Database (ORD), a public repository of structured organic reaction records. describe an organic reaction: reactants, conditions, products, and yield Starting materials: [H-].[Na+] (sodium hydride), C(C)(=O)O (acetic acid), N\C(=C/C(=O)OCC)\C(F)(F)F (ethyl 3-amino-4,4,4-trifluorocrotonate), ClC1=CC(=C(C=C1OC(C)C)NC(OCC)=O)F (ethyl N-(4-chloro-2-fluoro-5-isopropoxyphenyl)-carbamate). Solvent: CN(C=O)C (dimethylformamide), CN(C=O)C (dimethylformamide). Reaction conditions: temperature 150 celsius, time 30 minute. Yields the product ClC1=CC(=C(C=C1OC(C)C)N1C(NC(=CC1=O)C(F)(F)F)=O)F (3-(4-chloro-2-fluoro-5-isopropoxyphenyl)-6-trifluoromethyl-2,4(1H,3H)-pyrimidinedione). RXN SMILES: [NH2:1]/[C:2](/[C:9]([F:12])([F:11])[F:10])=[CH:3]\[C:4]([O:6]CC)=O.[H-].[Na+].[Cl:15][C:16]1[C:21]([O:22][CH:23]([CH3:25])[CH3:24])=[CH:20][C:19]([NH:26][C:27](=O)[O:28]CC)=[C:18]([F:32])[CH:17]=1.C(O)(=O)C>CN(C)C=O>[Cl:15][C:16]1[C:21]([O:22][CH:23]([CH3:24])[CH3:25])=[CH:20][C:19]([N:26]2[C:4](=[O:6])[CH:3]=[C:2]([C:9]([F:10])([F:11])[F:12])[NH:1][C:27]2=[O:28])=[C:18]([F:32])[CH:17]=1 |f:1.2|. Procedure details: A solution of 10.5 g of ethyl 3-amino-4,4,4-trifluorocrotonate in 25 ml of absolute dimethylformamide is added dropwise while stirring at 0° C. during 5 minutes to a suspension of 2.5 g of a 55% sodium hydride dispersion in 25 ml of absolute dimethylformamide. The temperature rises to 20° C. and the mixture is subsequently stirred at this temperature for 30 minutes. Thereafter, 14.4 g of ethyl N-(4-chloro-2-fluoro-5-isopropoxyphenyl)-carbamate are added, and the mixture is stirred at room temper... Reactants: C1(CC(C(CC1)C(C)C)C(=O)Cl)C (p-Menth-3-oyl chloride), CC(CN)O (isopropanolamine). The product is OC(CNC(=O)C1CC(CCC1C(C)C)C)C (N-(2-hydroxy-n-propyl)-p-menthane-3-carboxamide). Reaction SMILES: [CH:1]1([CH3:13])[CH2:6][CH2:5][CH:4]([CH:7]([CH3:9])[CH3:8])[CH:3]([C:10](Cl)=[O:11])[CH2:2]1.[CH3:14][CH:15]([OH:18])[CH2:16][NH2:17]>>[OH:18][CH:15]([CH3:14])[CH2:16][NH:17][C:10]([CH:3]1[CH:4]([CH:7]([CH3:9])[CH3:8])[CH2:5][CH2:6][CH:1]([CH3:13])[CH2:2]1)=[O:11]. Procedure details: p-Menth-3-oyl chloride (3.0 g.) was reacted with isopropanolamine (3.0 g.) according to the procedure of Example 3. The product, N-(2-hydroxy-n-propyl)-p-menthane-3-carboxamide, was obtained as a viscous oil, boiling point: 184°/0.1 mm.